This data is from the Open Reaction Database (ORD), a public repository of structured organic reaction records. The task is: describe an organic reaction: reactants, conditions, products, and yield Starting materials: OC(C(C#N)=C)C(C)C (3-hydroxy-4-methyl-2-methylenepentanenitrile), C(C)(=O)OC(C)=O (acetic anhydride), [OH-].[Na+] (sodium hydroxide), [OH-].[Na+] (sodium hydroxide). Reagents/catalysts: CN(C1=CC=NC=C1)C (4-(dimethylamino)pyridine). Solvent: C(C)(C)(C)OC (tert-butylmethyl ether), O (water), O1CCCC1 (tetrahydrofuran), O (water), CC(C)(C)OC (MTBE), O (water). Reaction conditions: temperature 50 celsius. The product is C(#N)C(C(C(C)C)OC(C)=O)=C (acetic acid 2-cyano-1-isopropyl-allyl ester). Isolated yield 95.2%. RXN SMILES: [C:1](OC(=O)C)(=[O:3])[CH3:2].[OH:8][CH:9]([CH:14]([CH3:16])[CH3:15])[C:10](=[CH2:13])[C:11]#[N:12].[OH-].[Na+]>CN(C)C1C=CN=CC=1.O1CCCC1.C(OC)(C)(C)C.O>[C:11]([C:10](=[CH2:13])[CH:9]([O:8][C:1](=[O:3])[CH3:2])[CH:14]([CH3:16])[CH3:15])#[N:12] |f:2.3|. Procedure: To a 500 mL, four-necked, round-bottom flask equipped with an overhead stirrer, a temperature probe, a reflux condenser, and a nitrogen inlet is charged acetic anhydride (40 mL, 0.45 mol). This solution is heated to 50° C. and a solution of 3-hydroxy-4-methyl-2-methylenepentanenitrile (50 g, 0.40 mol) and 4-(dimethylamino)pyridine (1.5 g) in tetrahydrofuran (25 mL) is added over 35 minutes. A temperature of 50° C. to 63° C. is maintained without external heating. After the addition is complete, ...